From a dataset of the Open Reaction Database (ORD), a public repository of structured organic reaction records. describe an organic reaction: reactants, conditions, products, and yield Starting materials: ClC(Cl)(Cl)Cl, O=C(O)C(Cl)=NNc1c(Cl)cc(Cl)cc1Cl, O=S(Cl)Cl. The product is O=C(Cl)C(Cl)=NNc1c(Cl)cc(Cl)cc1Cl. Reaction SMILES: [C:21]([Cl:22])([Cl:23])([Cl:24])[Cl:25].[Cl:1][c:2]1[c:3]([NH:10][N:11]=[C:12]([C:13](=[O:14])[OH:15])[Cl:16])[c:4]([Cl:9])[cH:5][c:6]([Cl:8])[cH:7]1.[S:17]([Cl:18])([Cl:19])=[O:20]>>[Cl:1][c:2]1[c:3]([NH:10][N:11]=[C:12]([C:13](=[O:14])[Cl:19])[Cl:16])[c:4]([Cl:9])[cH:5][c:6]([Cl:8])[cH:7]1.